Dataset: the Open Reaction Database (ORD), a public repository of structured organic reaction records. Task: describe an organic reaction: reactants, conditions, products, and yield Starting materials: [NH4+].[Cl-] (NH4Cl), [C@H]1(CCCC2=CC=CC=C12)NC(=O)[C@H]1N(CC(=C1)OS(=O)(=O)C(F)(F)F)C(=O)OCC1=CC=CC=C1 ((S)-benzyl 2-(((R)-1,2,3,4-tetrahydronaphthalen-1-yl)carbamoyl)-4-(((trifluoromethyl)sulfonyl)oxy)-2,5-dihydro-1H-pyrrole-1-carboxylate), [C@H]1(CCCC2=CC=CC=C12)NC(=O)[C@H]1N(CC2=CC(=CC=C2C1)B1OC(C(O1)(C)C)(C)C)C(=O)OC(C)(C)C ((S)-tert-butyl 3-(((R)-1,2,3,4-tetrahydronaphthalen-1-yl)carbamoyl)-7-(4,4,5,5-tetramethyl-1,3,2-dioxaborolan-2-yl)-3,4-dihydroisoquinoline-2(1H)-carboxylate), C(=O)([O-])[O-].[Na+].[Na+] (Na2CO3). The reagents and catalysts are C=1C=CC(=CC1)[P](C=2C=CC=CC2)(C=3C=CC=CC3)[Pd]([P](C=4C=CC=CC4)(C=5C=CC=CC5)C=6C=CC=CC6)([P](C=7C=CC=CC7)(C=8C=CC=CC8)C=9C=CC=CC9)[P](C=1C=CC=CC1)(C=1C=CC=CC1)C=1C=CC=CC1 (Pd(Ph3P)4). Solvent: O1CCOCC1 (dioxane). Conditions: temperature 100 celsius, time 2 hour. The product is C(C1=CC=CC=C1)OC(=O)N1CC(=C[C@H]1C(N[C@@H]1CCCC2=CC=CC=C12)=O)C1=CC=C2C[C@H](N(CC2=C1)C(=O)OC(C)(C)C)C(N[C@@H]1CCCC2=CC=CC=C12)=O ((S)-tert-Butyl 7-((S)-1-((benzyloxy)carbonyl)-5-(((R)-1,2,3,4-tetrahydronaphthalen-1-yl)carbamoyl)-2,5-dihydro-1H-pyrrol-3-yl)-3-(((R)-1,2,3,4-tetrahydronaphthalen-1-yl)carbamoyl)-3,4-dihydroisoquinoline-2(1H)-carboxylate). Isolated yield 79.0%. As a reaction SMILES: [C@H:1]1([NH:11][C:12]([C@@H:14]2[CH:18]=[C:17](OS(C(F)(F)F)(=O)=O)[CH2:16]N2C(OCC2C=CC=CC=2)=O)=[O:13])[C:10]2[C:5](=[CH:6][CH:7]=[CH:8][CH:9]=2)[CH2:4][CH2:3][CH2:2]1.[C@H:37]1([NH:47][C:48]([C@@H:50]2[CH2:59][C:58]3[C:53](=[CH:54][C:55](B4OC(C)(C)C(C)(C)O4)=[CH:56][CH:57]=3)[CH2:52][N:51]2[C:69]([O:71][C:72]([CH3:75])([CH3:74])[CH3:73])=[O:70])=[O:49])[C:46]2[C:41](=CC=CC=2)[CH2:40][CH2:39][CH2:38]1.[C:76]([O-:79])([O-])=[O:77].[Na+].[Na+].[NH4+:82].[Cl-]>O1CCOCC1.C1C=CC([P]([Pd]([P](C2C=CC=CC=2)(C2C=CC=CC=2)C2C=CC=CC=2)([P](C2C=CC=CC=2)(C2C=CC=CC=2)C2C=CC=CC=2)[P](C2C=CC=CC=2)(C2C=CC=CC=2)C2C=CC=CC=2)(C2C=CC=CC=2)C2C=CC=CC=2)=CC=1>[CH2:6]([O:79][C:76]([N:82]1[C@H:14]([C:12](=[O:13])[NH:11][C@H:1]2[C:10]3[C:5](=[CH:6][CH:7]=[CH:8][CH:9]=3)[CH2:4][CH2:3][CH2:2]2)[CH:18]=[C:17]([C:57]2[CH:58]=[C:53]3[C:54]([CH2:59][C@@H:50]([C:48](=[O:49])[NH:47][C@H:37]4[C:46]5[C:41](=[CH:17][CH:18]=[CH:14][CH:12]=5)[CH2:40][CH2:39][CH2:38]4)[N:51]([C:69]([O:71][C:72]([CH3:73])([CH3:74])[CH3:75])=[O:70])[CH2:52]3)=[CH:55][CH:56]=2)[CH2:16]1)=[O:77])[C:5]1[CH:4]=[CH:3][CH:2]=[CH:1][CH:10]=1 |f:2.3.4,5.6,^1:93,95,114,133|. Procedure: A solution of (S)-benzyl 2-(((R)-1,2,3,4-tetrahydronaphthalen-1-yl)carbamoyl)-4-(((trifluoromethyl)sulfonyl)oxy)-2,5-dihydro-1H-pyrrole-1-carboxylate (226 mg, 0.43 mmol), (S)-tert-butyl 3-(((R)-1,2,3,4-tetrahydronaphthalen-1-yl)carbamoyl)-7-(4,4,5,5-tetramethyl-1,3,2-dioxaborolan-2-yl)-3,4-dihydroisoquinoline-2(1H)-carboxylate (229 mg, 0.43 mmol) and 2M aq. Na2CO3 (540 μL, 1.08 mmol) in dioxane (4.3 mL) was degassed with argon. Pd(Ph3P)4 (50 mg, 0.043 mmol) was added, and the reaction mixture wa... Product: Nc1ccc(-c2ccncc2F)cc1. As a reaction SMILES: [CH3:20][CH2:21][OH:22].[Cl:23][Fe:24]([Cl:25])[Cl:26].[F:1][c:2]1[cH:3][n:4][cH:5][cH:6][c:7]1-[c:8]1[cH:9][cH:10][c:11]([N+:14]([O-:15])=[O:16])[cH:12][cH:13]1.[NH2:18][NH2:19].[OH2:17]>>[F:1][c:2]1[cH:3][n:4][cH:5][cH:6][c:7]1-[c:8]1[cH:9][cH:10][c:11]([NH2:14])[cH:12][cH:13]1. The reactants are CCO, Cl[Fe](Cl)Cl, O=[N+]([O-])c1ccc(-c2ccncc2F)cc1, NN, O. Starting materials: ClCCl, CS(=O)(=O)c1ccc(C(=NOC2CCCC2)C(=O)O)cc1, CCN(C(C)C)C(C)C, Nc1nc2ccccc2s1. The product is CS(=O)(=O)c1ccc(C(=NOC2CCCC2)C(=O)Nc2nc3ccccc3s2)cc1. RXN SMILES: [CH2:41]([Cl:42])[Cl:43].[CH:1]1([O:6][N:7]=[C:8]([C:9](=[O:10])[OH:11])[c:12]2[cH:13][cH:14][c:15]([S:18](=[O:19])(=[O:20])[CH3:21])[cH:16][cH:17]2)[CH2:2][CH2:3][CH2:4][CH2:5]1.[CH:22]([N:23]([CH2:24][CH3:25])[CH:26]([CH3:27])[CH3:28])([CH3:29])[CH3:30].[NH2:31][c:32]1[s:33][c:34]2[c:35]([n:36]1)[cH:37][cH:38][cH:39][cH:40]2>>[CH:1]1([O:6][N:7]=[C:8]([C:9](=[O:11])[NH:31][c:32]2[s:33][c:34]3[c:35]([n:36]2)[cH:37][cH:38][cH:39][cH:40]3)[c:12]2[cH:13][cH:14][c:15]([S:18](=[O:19])(=[O:20])[CH3:21])[cH:16][cH:17]2)[CH2:2][CH2:3][CH2:4][CH2:5]1. Starting materials: O=C([O-])[O-], COC(=O)CC(C)CC(=O)OC, CO, Cl, [K+], [K+]. Yields the product COC(=O)CC(C)CC(=O)O. Reaction SMILES: [C:13](=[O:14])([O-:15])[O-:16].[CH3:1][CH:2]([CH2:3][C:4](=[O:5])[O:6][CH3:7])[CH2:8][C:9](=[O:10])[O:11][CH3:12].[CH3:20][OH:21].[ClH:19].[K+:17].[K+:18]>>[CH3:1][CH:2]([CH2:3][C:4](=[O:5])[O:6][CH3:7])[CH2:8][C:9](=[O:10])[OH:11]. Starting materials: CC(Oc1ccc(Cl)c([N+](=O)[O-])c1)c1ccc(Br)cc1, [K+], [K+], O=C([O-])[O-], CN(C)C=O, O, Oc1ccc(S)cc1. The product is CC(Oc1ccc(Sc2ccc(O)cc2)c([N+](=O)[O-])c1)c1ccc(Br)cc1. Reaction SMILES: [Br:1][c:2]1[cH:3][cH:4][c:5]([CH:8]([CH3:9])[O:10][c:11]2[cH:12][c:13]([N+:18](=[O:19])[O-:20])[c:14]([Cl:17])[cH:15][cH:16]2)[cH:6][cH:7]1.[K+:29].[K+:30].[O-:31][C:32]([O-:33])=[O:34].[O:36]=[CH:37][N:38]([CH3:39])[CH3:40].[OH2:35].[SH:21][c:22]1[cH:23][cH:24][c:25]([OH:28])[cH:26][cH:27]1>>[Br:1][c:2]1[cH:3][cH:4][c:5]([CH:8]([CH3:9])[O:10][c:11]2[cH:12][c:13]([N+:18](=[O:19])[O-:20])[c:14]([S:21][c:22]3[cH:23][cH:24][c:25]([OH:28])[cH:26][cH:27]3)[cH:15][cH:16]2)[cH:6][cH:7]1. Starting materials: N1CCOCC1 (Morpholine), ClC1=NC=CC(=C1F)N (2-chloro-3-fluoropyridin-4-amine), [Cl-].[NH4+] (ammonium chloride). The product is FC=1C(=NC=CC1N)N1CCOCC1 (3-fluoro-2-morpholinopyridin-4-amine). Reaction SMILES: [NH:1]1[CH2:6][CH2:5][O:4][CH2:3][CH2:2]1.Cl[C:8]1[C:13]([F:14])=[C:12]([NH2:15])[CH:11]=[CH:10][N:9]=1.[Cl-].[NH4+]>>[F:14][C:13]1[C:8]([N:1]2[CH2:6][CH2:5][O:4][CH2:3][CH2:2]2)=[N:9][CH:10]=[CH:11][C:12]=1[NH2:15] |f:2.3|. Procedure details: Morpholine (3 ml) was added to 2-chloro-3-fluoropyridin-4-amine (133 mg) obtained in the 2nd step, followed by microwave irradiation (Initiator™, 180° C., 20 minutes, 2.45 GHz, 0-240 W). A saturated ammonium chloride aqueous solution was added to the reaction solution, followed by extraction with ethyl acetate. The organic layers were washed with a saturated ammonium chloride aqueous solution and saturated saline and dried over anhydrous sodium sulfate. The solvent was distilled away under reduc... Starting materials: O=C1N(C(CC1)=O)OC(CCCCCCCCCCCCCCC(=O)OC(C)(C)C)=O (Hexadecanedioic acid tert-butyl ester 2,5-dioxo-pyrrolidin-1-yl ester), NCC1=CC=C(C(=O)O)C=C1 (4-(Aminomethyl)benzoic acid), O (water). The solvent is CN1CCCC1=O (NMP). Conditions: time 8 hour. Yields the product C(C)(C)(C)OC(=O)CCCCCCCCCCCCCCC(=O)NCC1=CC=C(C(=O)O)C=C1 (4-[(15-tert-butoxycarbonylpentadecanoylamino)methyl]benzoic acid). Yield: 65.8%. RXN SMILES: [NH2:1][CH2:2][C:3]1[CH:11]=[CH:10][C:6]([C:7]([OH:9])=[O:8])=[CH:5][CH:4]=1.O=C1CCC(=O)N1[O:19][C:20](=O)[CH2:21][CH2:22][CH2:23][CH2:24][CH2:25][CH2:26][CH2:27][CH2:28][CH2:29][CH2:30][CH2:31][CH2:32][CH2:33][CH2:34][C:35]([O:37][C:38]([CH3:41])([CH3:40])[CH3:39])=[O:36].O>CN1C(=O)CCC1>[C:38]([O:37][C:35]([CH2:34][CH2:33][CH2:32][CH2:31][CH2:30][CH2:29][CH2:28][CH2:27][CH2:26][CH2:25][CH2:24][CH2:23][CH2:22][CH2:21][C:20]([NH:1][CH2:2][C:3]1[CH:4]=[CH:5][C:6]([C:7]([OH:9])=[O:8])=[CH:10][CH:11]=1)=[O:19])=[O:36])([CH3:41])([CH3:40])[CH3:39]. Reported procedure: To 4-(Aminomethyl)benzoic acid (0.2 g, 1.32 mmol) was added in NMP (5 mL). Hexadecanedioic acid tert-butyl ester 2,5-dioxo-pyrrolidin-1-yl ester (0.58 g, 1.32 mmol) was added and the mixture was stirred at room temperature overnight. The mixture was poured into water (100 mL), the precipitate was isolated by filtration and dried in vacuo. The crude material was recrystalized from toluene to give 4-[(15-tert-butoxycarbonylpentadecanoylamino)methyl]benzoic acid (413 mg). Reactants: O=C([O-])[O-], CCOC(C)=O, Cc1cc(Cl)ncc1[N+](=O)[O-], [K+], [K+], C1COCCO1, OB(O)c1ccccc1, c1ccc(P(c2ccccc2)(c2ccccc2)[Pd](P(c2ccccc2)(c2ccccc2)c2ccccc2)(P(c2ccccc2)(c2ccccc2)c2ccccc2)P(c2ccccc2)(c2ccccc2)c2ccccc2)cc1. Yields the product Cc1cc(-c2ccccc2)ncc1[N+](=O)[O-]. Reaction SMILES: [C:21](=[O:22])([O-:23])[O-:24].[CH3:33][CH2:34][O:35][C:36](=[O:37])[CH3:38].[Cl:1][c:2]1[n:3][cH:4][c:5]([N+:9](=[O:10])[O-:11])[c:6]([CH3:8])[cH:7]1.[K+:25].[K+:26].[O:27]1[CH2:28][CH2:29][O:30][CH2:31][CH2:32]1.[OH:12][B:13]([OH:14])[c:15]1[cH:16][cH:17][cH:18][cH:19][cH:20]1.[cH:39]1[cH:40][cH:41][c:42]([P:43]([Pd:44]([P:45]([c:46]2[cH:47][cH:48][cH:49][cH:50][cH:51]2)([c:52]2[cH:53][cH:54][cH:55][cH:56][cH:57]2)[c:58]2[cH:59][cH:60][cH:61][cH:62][cH:63]2)([P:64]([c:65]2[cH:66][cH:67][cH:68][cH:69][cH:70]2)([c:71]2[cH:72][cH:73][cH:74][cH:75][cH:76]2)[c:77]2[cH:78][cH:79][cH:80][cH:81][cH:82]2)[P:83]([c:84]2[cH:85][cH:86][cH:87][cH:88][cH:89]2)([c:90]2[cH:91][cH:92][cH:93][cH:94][cH:95]2)[c:96]2[cH:97][cH:98][cH:99][cH:100][cH:101]2)([c:102]2[cH:103][cH:104][cH:105][cH:106][cH:107]2)[c:108]2[cH:109][cH:110][cH:111][cH:112][cH:113]2)[cH:114][cH:115]1>>[c:2]1(-[c:15]2[cH:16][cH:17][cH:18][cH:19][cH:20]2)[n:3][cH:4][c:5]([N+:9](=[O:10])[O-:11])[c:6]([CH3:8])[cH:7]1. Reactants: BrC1=NC=CC=C1 (2-bromopyridine), C(CCC)[Li] (n-butyllithium), ClC1=C(C=O)C=CC(=C1Cl)OC (2,3-dichloro-4-methoxybenzaldehyde), O (H2O). Run in C1CCOC1 (THF), C1CCOC1 (THF). Reaction conditions: temperature -65 celsius. The product is ClC1=C(C=CC(=C1Cl)OC)C(O)C1=NC=CC=C1 (α-(2,3-dichloro-4-methoxyphenyl)-2-pyridinemethanol). As a reaction SMILES: Br[C:2]1[CH:7]=[CH:6][CH:5]=[CH:4][N:3]=1.C([Li])CCC.[Cl:13][C:14]1[C:21]([Cl:22])=[C:20]([O:23][CH3:24])[CH:19]=[CH:18][C:15]=1[CH:16]=[O:17].O>C1COCC1>[Cl:13][C:14]1[C:21]([Cl:22])=[C:20]([O:23][CH3:24])[CH:19]=[CH:18][C:15]=1[CH:16]([C:2]1[CH:7]=[CH:6][CH:5]=[CH:4][N:3]=1)[OH:17]. Reported procedure: 29.3 g of 2-bromopyridine in 150 ml of dry THF is added to 75 ml of 2.6M n-butyllithium that was chilled to -65° C. 2,3-dichloro-4-methoxybenzaldehyde (38.0 g) is then added in 300 ml of THF and the reaction mixture allowed to come to room temperature. It is poured into H2O and the crystalline product filtered off, washed with ether and dried to give α-(2,3-dichloro-4-methoxyphenyl)-2-pyridinemethanol, mp 174°-176° C. Reaction SMILES: [C:26](#[N:27])[CH3:28].[CH3:29][OH:30].[Cl:3][c:4]1[cH:5][cH:6][cH:7][c:8]([Cl:9])[c:10]1[N:11]=[C:12]1[NH:13][CH2:14][CH2:15][N:16]1[O:17][CH:18]([CH3:19])[c:20]1[cH:21][cH:22][n:23][cH:24][cH:25]1.[ClH:1].[ClH:2]>>[Cl:1][CH:18]([CH3:19])[c:20]1[cH:21][cH:22][n:23][cH:24][cH:25]1. Yields the product CC(Cl)c1ccncc1. Reactants: CC#N, CO, CC(ON1CCNC1=Nc1c(Cl)cccc1Cl)c1ccncc1, Cl, Cl.